The task is: describe an organic reaction: reactants, conditions, products, and yield. This data is from the Open Reaction Database (ORD), a public repository of structured organic reaction records. Reactants: C(=O)(O)C=1C(N(N=C(C1)C=1C=CC2=C(CCO2)C1)CC1CC1)=O (4-carboxy-2-cyclopropylmethyl-6-(2,3-dihydro-1-benzofuran-5-yl)-2H-pyridazin-3-one), O1CCC2=C1C=CC(=C2)C=2C=C(C(NN2)=O)C(=O)OC (6-(2,3-dihydro-1-benzofuran-5-yl)-4-methoxycarbonyl-2H-pyridazin-3-one), FC1=CC=C(CCl)C=C1 (4-fluorobenzyl chloride). Product: C(=O)(O)C=1C(N(N=C(C1)C=1C=CC2=C(CCO2)C1)CC1=CC=C(C=C1)F)=O (4-carboxy-2-(4-fluorobenzyl)-6-(2,3-dihydro-1-benzofuran-5-yl)-2H-pyridazin-3-one). Isolated yield 54.7%. RXN SMILES: [C:1]([C:4]1[C:5](=[O:23])[N:6]([CH2:19][CH:20]2[CH2:22][CH2:21]2)[N:7]=[C:8]([C:10]2[CH:11]=[CH:12][C:13]3[O:17][CH2:16][CH2:15][C:14]=3[CH:18]=2)[CH:9]=1)([OH:3])=[O:2].O1C2C=CC(C3C=C(C(OC)=O)C(=O)NN=3)=CC=2CC1.[F:44][C:45]1C=CC(CCl)=[CH:47][CH:46]=1>>[C:1]([C:4]1[C:5](=[O:23])[N:6]([CH2:19][C:20]2[CH:47]=[CH:46][C:45]([F:44])=[CH:21][CH:22]=2)[N:7]=[C:8]([C:10]2[CH:11]=[CH:12][C:13]3[O:17][CH2:16][CH2:15][C:14]=3[CH:18]=2)[CH:9]=1)([OH:3])=[O:2]. Procedure details: The general procedure of Example 1 (3) was carried out by use of 6-(2,3-dihydro-1-benzofuran-5-yl)-4-methoxycarbonyl-2H-pyridazin-3-one and 4-fluorobenzyl chloride, to thereby yield the title compound as a yellow powder (yield: 54.7%).